Dataset: the Open Reaction Database (ORD), a public repository of structured organic reaction records. Task: describe an organic reaction: reactants, conditions, products, and yield Starting materials: BrC1=CC=C2C=C(N=CC2=C1)Cl (7-bromo-3-chloroisoquinoline), Cl.CN (methylamine hydrochloride), C([O-])([O-])=O.[K+].[K+] (potassium carbonate), Cl.CN (methylamine hydrochloride), C([O-])([O-])=O.[K+].[K+] (potassium carbonate). Solvent: COCCOCCOC (1-methoxy-2-(2-methoxyethoxy)ethane), O (water). Conditions: temperature 150 celsius, time 60 hour. Product: BrC1=CC=C2C=C(N=CC2=C1)NC (7-bromo-N-methylisoquinolin-3-amine). Isolated yield 86.5%. As a reaction SMILES: [Br:1][C:2]1[CH:11]=[C:10]2[C:5]([CH:6]=[C:7](Cl)[N:8]=[CH:9]2)=[CH:4][CH:3]=1.Cl.[CH3:14][NH2:15].C(=O)([O-])[O-].[K+].[K+]>COCCOCCOC.O>[Br:1][C:2]1[CH:11]=[C:10]2[C:5]([CH:6]=[C:7]([NH:15][CH3:14])[N:8]=[CH:9]2)=[CH:4][CH:3]=1 |f:1.2,3.4.5|. Procedure: A mixture of 7-bromo-3-chloroisoquinoline (100 mg, 0.4 mmol), methylamine hydrochloride (139 mg, 2.06 mmol), and potassium carbonate (456 mg, 3.30 mmol) in 1-methoxy-2-(2-methoxyethoxy)ethane (1 mL) was heated to 150° C. and stirred for 60 hours. Additional methylamine hydrochloride (100 mg, 1.5 mmol) and potassium carbonate (200 mg, 1.4 mmol) were added and heating was continued for another 40 hours. The reaction was cooled to room temperature and diluted with water. The mixture was stirred for...